Dataset: the Open Reaction Database (ORD), a public repository of structured organic reaction records. Task: describe an organic reaction: reactants, conditions, products, and yield Reactants: [N+](=O)([O-])C1=CC=C(C=C1)CCCC1=C(C(=NN1C)C1=CC=C(C=C1)F)C1=CC=NC=C1 (5-[3-(4-nitrophenyl)propyl]-3-(4-fluorophenyl)-1-methyl-4-(4-pyridyl)pyrazole), C1=CCCCC1 (cyclohexene). The reagents and catalysts are [C].[Pd] (palladium-carbon). The solvent is CO (methanol). The product is NC1=CC=C(C=C1)CCCC1=C(C(=NN1C)C1=CC=C(C=C1)F)C1=CC=NC=C1 (5-[3-(4-aminophenyl)propyl]-3-(4-fluorophenyl)-1-methyl-4-(4-pyridyl)pyrazole). Yield: 103.0%. As a reaction SMILES: [N+:1]([C:4]1[CH:9]=[CH:8][C:7]([CH2:10][CH2:11][CH2:12][C:13]2[N:17]([CH3:18])[N:16]=[C:15]([C:19]3[CH:24]=[CH:23][C:22]([F:25])=[CH:21][CH:20]=3)[C:14]=2[C:26]2[CH:31]=[CH:30][N:29]=[CH:28][CH:27]=2)=[CH:6][CH:5]=1)([O-])=O.C1CCCCC=1>CO.[C].[Pd]>[NH2:1][C:4]1[CH:9]=[CH:8][C:7]([CH2:10][CH2:11][CH2:12][C:13]2[N:17]([CH3:18])[N:16]=[C:15]([C:19]3[CH:24]=[CH:23][C:22]([F:25])=[CH:21][CH:20]=3)[C:14]=2[C:26]2[CH:27]=[CH:28][N:29]=[CH:30][CH:31]=2)=[CH:6][CH:5]=1 |f:3.4|. Procedure: 45 mg of 5-[3-(4-nitrophenyl)propyl]-3-(4-fluorophenyl)-1-methyl-4-(4-pyridyl)pyrazole was dissolved in 6 ml of methanol, followed by the addition of 2 ml of cyclohexene. Then, 45 mg of 10% palladium-carbon was added thereto, followed by heating under reflux for 2 hours. After the reaction mixture was filtered, the filtrated was concentrated to obtain 43 mg of the title compound quantitatively as a colorless amorphous substance. Reactants: P(OC(COCCCCC)COC(C1=CC=CC=C1)(C1=CC=CC=C1)C1=CC=C(C=C1)OC)(OC)(OCCCCC)=O (phosphoric acid, 1-[[(4-methoxyphenyl)diphenylmethoxy]-methyl]-2-(pentyloxy)ethyl methyl pentyl ester). Solvent: C(Cl)(Cl)Cl (chloroform), CO (methyl alcohol). Conditions: time 2 hour. The product is P(OC(COCCCCC)CO)(OC)(OCCCCC)=O (Phosphoric acid, 1-(hydroxymethyl)-2 (pentyloxy)ethyl methyl pentyl ester). Isolated yield 81.5%. RXN SMILES: [P:1](=[O:42])([O:36][CH2:37][CH2:38][CH2:39][CH2:40][CH3:41])([O:34][CH3:35])[O:2][CH:3]([CH2:11][O:12]C(C1C=CC(OC)=CC=1)(C1C=CC=CC=1)C1C=CC=CC=1)[CH2:4][O:5][CH2:6][CH2:7][CH2:8][CH2:9][CH3:10]>C(Cl)(Cl)Cl.CO>[P:1](=[O:42])([O:36][CH2:37][CH2:38][CH2:39][CH2:40][CH3:41])([O:34][CH3:35])[O:2][CH:3]([CH2:11][OH:12])[CH2:4][O:5][CH2:6][CH2:7][CH2:8][CH2:9][CH3:10]. Procedure details: To a solution of 13.5 g of phosphoric acid, 1-[[(4-methoxyphenyl)diphenylmethoxy]-methyl]-2-(pentyloxy)ethyl methyl pentyl ester in 68 ml of chloroform and 136 ml of methyl alcohol heated to boiling is slowly added 6.8 g of Amberlyst®-15 resin. The heat is removed and the mixture stirred at ambient temperature for 2 hours. The volatiles are removed and the residue dissolved in chloroform then washed with dilute sodium bicarbonate, dried and evaporated to an oily residue which is purified on sili... Starting materials: OC1=CC=C(C(=O)NC2=CC=C(C=C2)C=2SC3=C(N2)C=CC(=C3)OC)C=C1 (4-hydroxy-N-[4-(6-methoxybenzothiazol-2-yl)-phenyl]-benzamide), ClC(C)O (chloroethanol), C([O-])([O-])=O.[K+].[K+] (potassium carbonate), O (water). Solvent: CN(C)C=O (DMF). The product is OCCOC1=CC=C(C(=O)NC2=CC=C(C=C2)C=2SC3=C(N2)C=CC(=C3)OC)C=C1 (4-(2-Hydroxyethoxy)-N-[4-(6-methoxybenzothiazol-2-yl)-phenyl]-benzamide). Yield: 76.3%. As a reaction SMILES: [OH:1][C:2]1[CH:27]=[CH:26][C:5]([C:6]([NH:8][C:9]2[CH:14]=[CH:13][C:12]([C:15]3[S:16][C:17]4[CH:23]=[C:22]([O:24][CH3:25])[CH:21]=[CH:20][C:18]=4[N:19]=3)=[CH:11][CH:10]=2)=[O:7])=[CH:4][CH:3]=1.Cl[CH:29]([OH:31])[CH3:30].C(=O)([O-])[O-].[K+].[K+].O>CN(C=O)C>[OH:31][CH2:29][CH2:30][O:1][C:2]1[CH:27]=[CH:26][C:5]([C:6]([NH:8][C:9]2[CH:14]=[CH:13][C:12]([C:15]3[S:16][C:17]4[CH:23]=[C:22]([O:24][CH3:25])[CH:21]=[CH:20][C:18]=4[N:19]=3)=[CH:11][CH:10]=2)=[O:7])=[CH:4][CH:3]=1 |f:2.3.4|. Reported procedure: A mixture of 4-hydroxy-N-[4-(6-methoxybenzothiazol-2-yl)-phenyl]-benzamide (0.20 g, 0.53 mmol), chloroethanol (0.064 g, 0.80 mmol) and potassium carbonate (0.26 g, 1.86 mmol) was heated at 100° C. in dry DMF (10 ml) for 18 h. On cooling to room temperature, water (30 ml) was added and the reaction mixture was extracted with EtOAc (7×40 ml). The combined organic extracts were washed with brine (80 ml) and dried (Na2SO4). The solvent was removed under reduced pressure to give the title compound (0... Reactants: solvent, C[C@H]1[C@H]([C@H](C=CO1)O)O (L-fucal). Reagents/catalysts: C([O-])([O-])=O.[Ag+2] (silver carbonate), C(=O)([O-])[O-].[Ag+].[Ag+] (Fetizon's reagent). The solvent is C1=CC=CC=C1 (benzene). Yields the product O=C1C=CO[C@H]([C@H]1O)C (1,5-anhydro-3-oxo-2,3,6-trideoxy-L-threo-hex-1-enitol). RXN SMILES: [CH3:1][C@@H:2]1[O:7][CH:6]=[CH:5][C@H:4]([OH:8])[C@@H:3]1[OH:9]>C1C=CC=CC=1.C(=O)([O-])[O-].[Ag+2].C([O-])([O-])=O.[Ag+].[Ag+]>[O:8]=[C:4]1[C@H:3]([OH:9])[C@H:2]([CH3:1])[O:7][CH:6]=[CH:5]1 |f:2.3,4.5.6|. Procedure: In a 250 milliliter round-bottomed flask, 1 gram of L-fucal [Example 5 product] is dissolved in 100 milliliters of benzene. To this solution was added 20-25 grams of silver carbonate on celite (Fetizon's reagent), prepared as described below, and the mixture was stirred. The flask was equipped for simple distillation, and 20-25 milliliters of solvent was removed by distillation. During this time the yellow Fetizon's reagent becomes dark brown. The distillation assembly is replaced with an effici... Starting materials: C(=O)(OC(C)(C)C)N1[C@H](CCC[C@@H]1C=O)C (trans-N-Boc-2-Methyl-6-Piperidinecarboxaldehyde), [Br-].C(CC(C)C)[P+](C1=CC=CC=C1)(C1=CC=CC=C1)C1=CC=CC=C1 (isoamyltriphenylphosphonium bromide), CCOC(=O)C.CCCCCC (EtOAc hexane), [Li]CCCC (n-BuLi). Solvent: C1CCOC1 (THF), O (water), C1CCOC1 (THF). Conditions: temperature -30 celsius, time 30 minute. Yields the product C(=O)(OC(C)(C)C)N1[C@H](CCC[C@@H]1C)C=CCC(C)C (trans-N-Boc-2-(1-isohexenyl)-6-methylpiperidine). Yield: 52.6%. As a reaction SMILES: [Br-].[CH2:2]([P+](C1C=CC=CC=1)(C1C=CC=CC=1)C1C=CC=CC=1)[CH2:3][CH:4]([CH3:6])[CH3:5].[Li]CCCC.[C:31]([N:38]1[C@@H:43]([CH:44]=O)[CH2:42][CH2:41][CH2:40][C@@H:39]1[CH3:46])([O:33][C:34]([CH3:37])([CH3:36])[CH3:35])=[O:32].CCOC(C)=O.CCCCCC>C1COCC1.O>[C:31]([N:38]1[C@@H:39]([CH3:46])[CH2:40][CH2:41][CH2:42][C@@H:43]1[CH:44]=[CH:2][CH2:3][CH:4]([CH3:6])[CH3:5])([O:33][C:34]([CH3:37])([CH3:36])[CH3:35])=[O:32] |f:0.1,4.5|. Reported procedure: A suspension of isoamyltriphenylphosphonium bromide (10.95 g, 26.5 mmol) in 42 mL of THF was cooled to −30° C. and treated with n-BuLi (11.9 mL, 26.88 mmol) dropwise. The deep red solution was slowly warmed to 0° C., stirred for 30 min, and then cooled to −78° C. The ylide was treated with a solution of trans-N-Boc-2-Methyl-6-Piperidinecarboxaldehyde (4.00 g, 18.93 mmol) in 6 mL of THF, and the mixture was slowly warmed to room temperature. The mixture was diluted with water, and the organic lay... Starting materials: Nc1cc(Br)c(Br)cc1[N+](=O)[O-], CCOC(C)=O, [Cl-], [Na+], [OH-], O, O. The product is Nc1cc(Br)c(Br)cc1N. Reaction SMILES: [Br:1][c:2]1[cH:3][c:4]([N+:10]([O-:11])=[O:12])[c:5]([NH2:6])[cH:7][c:8]1[Br:9].[CH3:18][CH2:19][O:20][C:21]([CH3:22])=[O:23].[Cl-:15].[Na+:17].[OH-:16].[OH2:13].[OH2:14]>>[Br:1][c:2]1[cH:3][c:4]([NH2:10])[c:5]([NH2:6])[cH:7][c:8]1[Br:9]. Reactants: O=C(O)CNC(=O)OCc1ccccc1, CC1(C)NCC(=O)N1, C(=NC1CCCCC1)=NC1CCCCC1, C1CCOC1. Yields the product CC1(C)NC(=O)CN1C(=O)CNC(=O)OCc1ccccc1. RXN SMILES: [CH2:1]([c:2]1[cH:3][cH:4][cH:5][cH:6][cH:7]1)[O:8][C:9](=[O:10])[NH:11][CH2:12][C:13](=[O:14])[OH:15].[CH3:16][C:17]1([CH3:23])[NH:18][CH2:19][C:20](=[O:22])[NH:21]1.[CH:24]1([N:25]=[C:26]=[N:27][CH:28]2[CH2:29][CH2:30][CH2:31][CH2:32][CH2:33]2)[CH2:34][CH2:35][CH2:36][CH2:37][CH2:38]1.[O:39]1[CH2:40][CH2:41][CH2:42][CH2:43]1>>[CH2:1]([c:2]1[cH:3][cH:4][cH:5][cH:6][cH:7]1)[O:8][C:9](=[O:10])[NH:11][CH2:12][C:13](=[O:15])[N:18]1[C:17]([CH3:16])([CH3:23])[NH:21][C:20](=[O:22])[CH2:19]1. Reactants: [Al+3], CCOCC, CCOC(=O)CC(O)C(F)(F)F, [H-], [H-], [H-], [H-], [Li+]. Product: OCCC(O)C(F)(F)F. As a reaction SMILES: [Al+3:14].[CH3:19][CH2:20][O:21][CH2:22][CH3:23].[F:1][C:2]([CH:3]([CH2:4][C:5](=[O:6])[O:7][CH2:8][CH3:9])[OH:10])([F:11])[F:12].[H-:13].[H-:16].[H-:17].[H-:18].[Li+:15]>>[F:1][C:2]([CH:3]([CH2:4][CH2:5][OH:6])[OH:10])([F:11])[F:12]. The reactants are CC(C)([O-])C.[K+] (potassium tert-butoxide), N1(CCSCC1)C(=O)N1CC(CC(C1)C1=CC=C(C=C1)OC(F)(F)F)C(=O)OC (Methyl 1-(thiomorpholin-4-ylcarbonyl)-5-[4-(trifluoromethoxy)phenyl]piperidine-3-carboxylate). Solvent: CO (methanol). Conditions: temperature 60 celsius, time 8 hour. The product is N1(CCSCC1)C(=O)N1CC(CC(C1)C1=CC=C(C=C1)OC(F)(F)F)C(=O)O (1-(Thiomorpholin-4-ylcarbonyl)-5-[4-(trifluoromethoxy)phenyl]piperidine-3-carboxylic acid). RXN SMILES: CC(C)([O-])C.[K+].[N:7]1([C:13]([N:15]2[CH2:20][CH:19]([C:21]3[CH:26]=[CH:25][C:24]([O:27][C:28]([F:31])([F:30])[F:29])=[CH:23][CH:22]=3)[CH2:18][CH:17]([C:32]([O:34]C)=[O:33])[CH2:16]2)=[O:14])[CH2:12][CH2:11][S:10][CH2:9][CH2:8]1>CO>[N:7]1([C:13]([N:15]2[CH2:20][CH:19]([C:21]3[CH:22]=[CH:23][C:24]([O:27][C:28]([F:30])([F:31])[F:29])=[CH:25][CH:26]=3)[CH2:18][CH:17]([C:32]([OH:34])=[O:33])[CH2:16]2)=[O:14])[CH2:8][CH2:9][S:10][CH2:11][CH2:12]1 |f:0.1|. Procedure details: 20.4 g (182 mmol) of potassium tert-butoxide were added at RT to a solution of 7.85 g (18.2 mmol) of the compound from Example 24A in methanol (650 ml). The mixture was stirred at 60° C. overnight. For workup, the methanol was removed under reduced pressure, the residue was admixed with water and the mixture was acidified (pH 1) with aqueous 1 N hydrochloric acid solution. The mixture was extracted with ethyl acetate, and the organic phase was dried with magnesium sulphate, filtered and concentr...